Dataset: the Open Reaction Database (ORD), a public repository of structured organic reaction records. Task: describe an organic reaction: reactants, conditions, products, and yield Starting materials: S(=O)(=O)(C)CCC#CC1=CC(=CC=C1)C (1-mesyl-4-(3-methylphenyl)but-3-yne), C(C1=CC=CC=C1)C1(CCNCC1)O (4-benzyl-4-hydroxy-piperidine), C(=O)([O-])[O-].[K+].[K+] (K2CO3). Run in CC#N (CH3CN). Product: C(C1=CC=CC=C1)C1(CCN(CC1)CCC#CC1=CC(=CC=C1)C)O (4-Benzyl-4-hydroxy-1-(4-(3-methylphenyl)-3-butynyl)piperidine). Yield: 20.7%. Reaction SMILES: S([CH2:5][CH2:6][C:7]#[C:8][C:9]1[CH:14]=[CH:13][CH:12]=[C:11]([CH3:15])[CH:10]=1)(C)(=O)=O.[CH2:16]([C:23]1([OH:29])[CH2:28][CH2:27][NH:26][CH2:25][CH2:24]1)[C:17]1[CH:22]=[CH:21][CH:20]=[CH:19][CH:18]=1.C([O-])([O-])=O.[K+].[K+]>CC#N>[CH2:16]([C:23]1([OH:29])[CH2:28][CH2:27][N:26]([CH2:5][CH2:6][C:7]#[C:8][C:9]2[CH:14]=[CH:13][CH:12]=[C:11]([CH3:15])[CH:10]=2)[CH2:25][CH2:24]1)[C:17]1[CH:18]=[CH:19][CH:20]=[CH:21][CH:22]=1 |f:2.3.4|. Reported procedure: A mixture of 1-mesyl-4-(3-methylphenyl)but-3-yne (344 mg, 1.45 mmol), 4-benzyl-4-hydroxy-piperidine (332 mg, 1.73 mmol) and K2CO3 (598 mg, 4.34 mmol) in 15 mL of CH3CN is refluxed for 12 hr. The mixture is filtered and washed with EtOAc (3×20 mL). The filtrate is evaporated in vacuo and is purified by flash chromatography to give the product as a brown oil (100 mg, 20%) 1H NMR (CDCl3) 1.37 (s, 1 H) , 1.55 (m, 2 H) 1.75 (m, 2 H), 2.30 (s, 3 H), 2.41 (m, 2 H), 2.60 (m, 3 H), 2.75 (m, 5 H), 7.11-7.... The reactants are ice water, C(C1=CC=CC=C1)Br (Benzyl bromide), C(=O)C1=C(C=C(C(=O)O)C=C1)O (4-formyl-3-hydroxy-benzoic acid), C([O-])([O-])=O.[K+].[K+] (potassium carbonate). Run in CN(C)C=O (DMF). Reaction conditions: temperature 50 celsius, time 5 hour. The product is C(C1=CC=CC=C1)OC(C1=CC(=C(C=C1)C=O)OCC1=CC=CC=C1)=O (3-benzyloxy-4-formyl-benzoic acid benzyl ester). The yield is 95.1%. RXN SMILES: [CH2:1](Br)[C:2]1[CH:7]=[CH:6][CH:5]=[CH:4][CH:3]=1.[CH:9]([C:11]1[CH:19]=[CH:18][C:14]([C:15]([OH:17])=[O:16])=[CH:13][C:12]=1[OH:20])=[O:10].C(=O)([O-])[O-].[K+].[K+]>CN(C=O)C>[CH2:1]([O:16][C:15](=[O:17])[C:14]1[CH:18]=[CH:19][C:11]([CH:9]=[O:10])=[C:12]([O:20][CH2:1][C:2]2[CH:7]=[CH:6][CH:5]=[CH:4][CH:3]=2)[CH:13]=1)[C:2]1[CH:7]=[CH:6][CH:5]=[CH:4][CH:3]=1 |f:2.3.4|. Procedure details: Benzyl bromide (2.17 ml, 18.3 mmol) was added to a solution of 4-formyl-3-hydroxy-benzoic acid (1.01 g, 6.10 mmol) and potassium carbonate (3.37 g, 24.4 mmol) in DMF (10 ml), and the mixture was stirred at 50° C. for five hours. The reaction solution was poured into ice water and extracted with ethyl acetate. The organic layer was washed with water and saturated brine, and then dried over anhydrous sodium sulfate and concentrated under reduced pressure. The resulting residue was purified by sili...